This data is from the Open Reaction Database (ORD), a public repository of structured organic reaction records. The task is: describe an organic reaction: reactants, conditions, products, and yield Reactants: O=C(Cl)OCC#CCCl, [Na+], [Na], [Na], [OH-], O, O=C(O)CNCP(=O)(O)O. Product: O=C(O)CN(CP(=O)(O)O)C(=O)OCC#CCCl. RXN SMILES: [Cl:13][C:14](=[O:15])[O:16][CH2:17][C:18]#[C:19][CH2:20][Cl:21].[Na+:23].[Na:11].[Na:12].[OH-:22].[OH2:24].[P:1](=[O:2])([OH:3])([OH:4])[CH2:5][NH:6][CH2:7][C:8](=[O:9])[OH:10]>>[P:1](=[O:2])([OH:3])([OH:4])[CH2:5][N:6]([CH2:7][C:8](=[O:9])[OH:10])[C:14](=[O:15])[O:16][CH2:17][C:18]#[C:19][CH2:20][Cl:21]. Run at time 18 hour. The solvent is CN(C)C=O (DMF). RXN SMILES: [NH2:1][C:2]1[N:7]=[C:6]([C:8]2[CH:15]=[C:14](F)[C:11]([C:12]#[N:13])=[C:10]([F:17])[CH:9]=2)[CH:5]=[C:4]([N:18]2[CH2:23][CH2:22][O:21][CH2:20][C@H:19]2[CH:24]([CH3:26])[CH3:25])[N:3]=1.C1(C)C=CC=CC=1.[CH3:34][O-:35].[Na+]>CN(C=O)C>[NH2:1][C:2]1[N:7]=[C:6]([C:8]2[CH:15]=[C:14]([O:35][CH3:34])[C:11]([C:12]#[N:13])=[C:10]([F:17])[CH:9]=2)[CH:5]=[C:4]([N:18]2[CH2:23][CH2:22][O:21][CH2:20][C@H:19]2[CH:24]([CH3:25])[CH3:26])[N:3]=1 |f:2.3|. Reported procedure: 4-{2-Amino-6-[(3R)-3-(1-methylethyl)-4-morpholinyl]-4-pyrimidinyl}-2,6-difluorobenzonitrile (380 mg, 1.06 mmol) was azeotroped with toluene (2×12 mL). The residue was dissolved in 5 mL of DMF as a clear yellow solution, to which was added NaOMe (2.30 mL of a stock solution with concentration of 0.52 mmol/mL, 1.19 mmol, 1.12 equiv) at room temperature in one portion. The resulting mixture was stirred at room temperature for 18 hours. LCMS showed conversion complete. The mixture was concentrated i... Product: NC1=NC(=CC(=N1)C1=CC(=C(C#N)C(=C1)OC)F)N1[C@@H](COCC1)C(C)C (4-{2-Amino-6-[(3R)-3-(1-methylethyl)-4-morpholinyl]-4-pyrimidinyl}-2-fluoro-6-(methyloxy)benzonitrile). The reactants are NC1=NC(=CC(=N1)C1=CC(=C(C#N)C(=C1)F)F)N1[C@@H](COCC1)C(C)C (4-{2-Amino-6-[(3R)-3-(1-methylethyl)-4-morpholinyl]-4-pyrimidinyl}-2,6-difluorobenzonitrile), C1(=CC=CC=C1)C (toluene), C[O-].[Na+] (NaOMe), stock solution. As a reaction SMILES: [CH2:1]([N:4]1[CH2:10][CH2:9][CH2:8][CH2:7][CH2:6][CH2:5]1)[CH:2]=[CH2:3].[CH2:11]([Br:14])[CH:12]=[CH2:13]>C(OCC)C>[Br-:14].[CH2:1]([N+:4]1([CH2:13][CH:12]=[CH2:11])[CH2:10][CH2:9][CH2:8][CH2:7][CH2:6][CH2:5]1)[CH:2]=[CH2:3] |f:3.4|. Product: [Br-].C(C=C)[N+]1(CCCCCC1)CC=C (N,N-diallyl-homopiperidinium bromide). Run in C(C)OCC (diethyl ether), C(C)OCC (diethyl ether). Reported procedure: 198.4 9 of homopiperidine dissolved in 280 mL of diethyl ether was added to a 1 L, 3-necked round-bottomed flask. The mixture was cooled to 5° C. with an ice bath and while stirring, 121 g of allyl bromide in 40 mL of diethyl ether was added slowly to this amine solution. After addition was complete, the reaction mixture was allowed to stir at room temperature for 18 hours. The white precipitate thus formed was filtered and ether was removed at room temperature using a rotary evaporator. The res... Yield: 85.8%. Run at temperature 5 celsius, time 24 hour. The reactants are C(C=C)N1CCCCCC1 (N-allylhomopiperidine), C(C=C)Br (allyl bromide), C(C=C)Br (allyl bromide).